From a dataset of the Open Reaction Database (ORD), a public repository of structured organic reaction records. describe an organic reaction: reactants, conditions, products, and yield Starting materials: C(#N)C=1C=C(C(=O)OC)C=CC1OC (methyl 3-cyano-4-methoxybenzoate), O1CCCC1 (tetrahydrofuran), [BH4-].[Na+] (sodium borohydride), [Cl-].[NH4+] (ammonium chloride). Run in CO (methanol). Conditions: temperature 45 celsius. Yields the product C(#N)C=1C=C(CO)C=CC1OC (3-cyano-4-methoxybenzyl alcohol). As a reaction SMILES: [C:1]([C:3]1[CH:4]=[C:5]([CH:10]=[CH:11][C:12]=1[O:13][CH3:14])[C:6](OC)=[O:7])#[N:2].O1CCCC1.[BH4-].[Na+].[Cl-].[NH4+]>CO>[C:1]([C:3]1[CH:4]=[C:5]([CH:10]=[CH:11][C:12]=1[O:13][CH3:14])[CH2:6][OH:7])#[N:2] |f:2.3,4.5|. Procedure details: A mixture of methyl 3-cyano-4-methoxybenzoate (5g), tetrahydrofuran (25 mL) and sodium borohydride (1.98 g) was heated at 45° C. The mixture was dropwise added with methanol (6.36 mL) at 45-55° C. over 15 minutes and then refluxed for 3.5 hours. After cooling to 0° C., the mixture was added with an aqueous saturated ammonium chloride solution at the same temperature. The mixture was stirred at room temperature for an hour, and extracted with ethyl acetate. The organic layer was washed successive... Starting materials: COC=1C=C2CCNCC2=CC1OC (6,7-dimethoxy-1,2,3,4-tetrahydroisoquinoline), BrCC(=O)C1=CC=C(C=C1)[N+](=O)[O-] (2-bromo-4'-nitroacetophenone). Solvent: C(C)O (ethanol), C(Cl)Cl (methylene chloride). The product is Br.[N+](=O)([O-])C1=CC=C(C=C1)C(CN1CC2=CC(=C(C=C2CC1)OC)OC)=O (1-(4-Nitrophenyl)-2-(1,2,3,4-tetrahydro-6,7-dimethoxy-2-isoquinolinyl)ethanone hydrobromide). Yield: 31.9%. Reaction SMILES: [CH3:1][O:2][C:3]1[CH:4]=[C:5]2[C:10](=[CH:11][C:12]=1[O:13][CH3:14])[CH2:9][NH:8][CH2:7][CH2:6]2.[Br:15][CH2:16][C:17]([C:19]1[CH:24]=[CH:23][C:22]([N+:25]([O-:27])=[O:26])=[CH:21][CH:20]=1)=[O:18]>C(O)C.C(Cl)Cl>[BrH:15].[N+:25]([C:22]1[CH:21]=[CH:20][C:19]([C:17](=[O:18])[CH2:16][N:8]2[CH2:7][CH2:6][C:5]3[C:10](=[CH:11][C:12]([O:13][CH3:14])=[C:3]([O:2][CH3:1])[CH:4]=3)[CH2:9]2)=[CH:24][CH:23]=1)([O-:27])=[O:26] |f:4.5|. Procedure: A solution of 6,7-dimethoxy-1,2,3,4-tetrahydroisoquinoline (15.63 g) and 2-bromo-4'-nitroacetophenone (16.47 g) in a mixture of ethanol (150 ml) and methylene chloride (150 ml) was heated at 60° for 24 hours. After cooling to room temperature yellow crystals appeared. These were collected by filtration and dried in vacuo to give the title compound (9.4 g); MP: 216°. NMR(D6 -DMSO) includes signals at d 3.6(6H,s,2×OCH3); 4.2(2H,s,N--CH2 --Ph); 4.95(2H,s,CO--CH2 --N); 6.6(2H,aromatics isoquinoline)... The reactants are C1CCOC1, Cc1nc(C(=O)N2CC3CC3C2CO)c(-c2ccccc2)s1, Fc1ccc(CBr)cc1, [H-], [Na+]. Yields the product Cc1nc(C(=O)N2CC3CC3C2COCc2ccc(F)cc2)c(-c2ccccc2)s1. Reaction SMILES: [CH2:34]1[O:35][CH2:36][CH2:37][CH2:38]1.[CH3:1][c:2]1[s:3][c:4](-[c:17]2[cH:18][cH:19][cH:20][cH:21][cH:22]2)[c:5]([C:7](=[O:8])[N:9]2[CH:10]([CH2:15][OH:16])[CH:11]3[CH2:12][CH:13]3[CH2:14]2)[n:6]1.[F:25][c:26]1[cH:27][cH:28][c:29]([CH2:30][Br:31])[cH:32][cH:33]1.[H-:23].[Na+:24]>>[CH3:1][c:2]1[s:3][c:4](-[c:17]2[cH:18][cH:19][cH:20][cH:21][cH:22]2)[c:5]([C:7](=[O:8])[N:9]2[CH:10]([CH2:15][O:16][CH2:30][c:29]3[cH:28][cH:27][c:26]([F:25])[cH:33][cH:32]3)[CH:11]3[CH2:12][CH:13]3[CH2:14]2)[n:6]1.